This data is from the Open Reaction Database (ORD), a public repository of structured organic reaction records. The task is: describe an organic reaction: reactants, conditions, products, and yield The reactants are C(C)(C)(C)OC(NC1=C(C=C(C(=C1)N1CCCC1)C(F)(F)F)[N+](=O)[O-])=O ((2-nitro-5-pyrrolidin-1-yl-4-trifluoromethyl-phenyl)-carbamic acid tert-butyl ester). The reagents and catalysts are [Pd] (Pd/C). Yields the product C(C)(C)(C)OC(NC1=C(C=C(C(=C1)N1CCCC1)C(F)(F)F)N)=O ((2-Amino-5-pyrrolidin-1-yl-4-trifluoromethyl-phenyl)-carbamic acid tert-butyl ester), solid. Yield: 99.0%. As a reaction SMILES: [C:1]([O:5][C:6](=[O:26])[NH:7][C:8]1[CH:13]=[C:12]([N:14]2[CH2:18][CH2:17][CH2:16][CH2:15]2)[C:11]([C:19]([F:22])([F:21])[F:20])=[CH:10][C:9]=1[N+:23]([O-])=O)([CH3:4])([CH3:3])[CH3:2]>[Pd]>[C:1]([O:5][C:6](=[O:26])[NH:7][C:8]1[CH:13]=[C:12]([N:14]2[CH2:18][CH2:17][CH2:16][CH2:15]2)[C:11]([C:19]([F:21])([F:22])[F:20])=[CH:10][C:9]=1[NH2:23])([CH3:4])([CH3:2])[CH3:3]. Procedure details: The title compound was prepared from (2-nitro-5-pyrrolidin-1-yl-4-trifluoromethyl-phenyl)-carbamic acid tert-butyl ester (Example C7) (7.45 g, 19.75 mmol) by hydrogenation with 10% Pd/C according to the general procedure J (method a). Obtained as a light orange solid (6.75 g, 99%). The reactants are ClC1=NC(=NC(=C1C1=CC=CC=C1)C1=CC=CC=C1)C(F)(F)F (4-Chloro-5,6-diphenyl-2-(trifluoromethyl)pyrimidine), O.NN (hydrazine hydrate). Solvent: C(C)O (ethanol). The product is N(N)C1=NC(=NC(=C1C1=CC=CC=C1)C1=CC=CC=C1)C(F)(F)F (4-hydrazino-5,6-diphenyl-2-(trifluoromethyl)pyrimidine). Isolated yield 97.1%. As a reaction SMILES: Cl[C:2]1[C:7]([C:8]2[CH:13]=[CH:12][CH:11]=[CH:10][CH:9]=2)=[C:6]([C:14]2[CH:19]=[CH:18][CH:17]=[CH:16][CH:15]=2)[N:5]=[C:4]([C:20]([F:23])([F:22])[F:21])[N:3]=1.O.[NH2:25][NH2:26]>C(O)C>[NH:25]([C:2]1[C:7]([C:8]2[CH:13]=[CH:12][CH:11]=[CH:10][CH:9]=2)=[C:6]([C:14]2[CH:19]=[CH:18][CH:17]=[CH:16][CH:15]=2)[N:5]=[C:4]([C:20]([F:23])([F:22])[F:21])[N:3]=1)[NH2:26] |f:1.2|. Procedure: 4-Chloro-5,6-diphenyl-2-(trifluoromethyl)pyrimidine (1.8 g, 5.3 mmol) (synthesized according to the procedure described in example 1) was stirred in ethanol (10 ml) containing hydrazine hydrate (0.64 g, 12.8 mmol) for 2 hours at 35° C. The crystals thus obtained in the reaction mixture was filtered under vacuum, washed with ethanol (5 ml) and dried to yield the title compound (1.7 g, 95.7%, HPLC purity 99.2%), mp: 182-186° C. The reactants are C(O)([O-])=O.[Na+] (sodium hydrogen carbonate), O.[OH-].[Li+] (lithium hydroxide monohydrate), O (water), CN1C(C(=CC2=CC=CC=C12)C(=O)OCC)=O (ethyl 1-methyl-2-oxo-1,2-dihydroquinoline-3-carboxylate). The solvent is O1CCOCC1 (1,4-dioxane). Run at time 24 hour. Yields the product CN1C(C(=CC2=CC=CC=C12)C(=O)O)=O (1-methyl-2-oxo-1,2-dihydroquinoline-3-carboxylic acid). The yield is 95.6%. Reaction SMILES: [CH3:1][N:2]1[C:11]2[C:6](=[CH:7][CH:8]=[CH:9][CH:10]=2)[CH:5]=[C:4]([C:12]([O:14]CC)=[O:13])[C:3]1=[O:17].O.[OH-].[Li+].O.C(=O)([O-])O.[Na+]>O1CCOCC1>[CH3:1][N:2]1[C:11]2[C:6](=[CH:7][CH:8]=[CH:9][CH:10]=2)[CH:5]=[C:4]([C:12]([OH:14])=[O:13])[C:3]1=[O:17] |f:1.2.3,5.6|. Reported procedure: 2.4 g (10.4 mmol) of ethyl 1-methyl-2-oxo-1,2-dihydroquinoline-3-carboxylate was dissolved in 1,4-dioxane (50 mL), and 0.65 g (15 mmol) of lithium hydroxide monohydrate and 10 mL of water were added to the solution at room temperature. The resulting mixture was stirred for 24 hours at room temperature. The reaction mixture was poured into an aqueous solution of sodium hydrogen carbonate, and the mixture was washed with ethyl acetate. The aqueous phase was acidified with citric acid, and then the... Reactants: C(C1=CC=CC=C1)OC1C(OC2OC(OC21)(C)C)(C(O[SiH2]C(C)(C)C)(C2=CC=CC=C2)C2=CC=CC=C2)CO ([6-Benzyloxy-5-(tert-butyl-diphenyl-silanyloxymethyl)-2,2-dimethyl-tetrahydro-furo[2,3-d][1,3]dioxol-5-yl]-methanol), CC(=O)OI1(C=2C=CC=CC2C(=O)O1)(OC(=O)C)OC(=O)C (Dess-Martin periodinane). The solvent is C(Cl)Cl (methylene chloride). The product is C(C1=CC=CC=C1)OC1C(OC2OC(OC21)(C)C)(C=O)C(O[SiH2]C(C)(C)C)(C2=CC=CC=C2)C2=CC=CC=C2 (6-Benzyloxy-5-(tert-butyl-diphenyl-silanyloxymethyl)-2,2-dimethyl-tetrahydro-furo[2,3-d][1,3]dioxole-5-carbaldehyde). Yield: 96.0%. Reaction SMILES: [CH2:1]([O:8][CH:9]1[CH:16]2[CH:12]([O:13][C:14]([CH3:18])([CH3:17])[O:15]2)[O:11][C:10]1([CH2:38][OH:39])[C:19]([C:32]1[CH:37]=[CH:36][CH:35]=[CH:34][CH:33]=1)([C:26]1[CH:31]=[CH:30][CH:29]=[CH:28][CH:27]=1)[O:20][SiH2:21][C:22]([CH3:25])([CH3:24])[CH3:23])[C:2]1[CH:7]=[CH:6][CH:5]=[CH:4][CH:3]=1.CC(OI1(OC(C)=O)(OC(C)=O)OC(=O)C2C=CC=CC1=2)=O>C(Cl)Cl>[CH2:1]([O:8][CH:9]1[CH:16]2[CH:12]([O:13][C:14]([CH3:17])([CH3:18])[O:15]2)[O:11][C:10]1([C:19]([C:26]1[CH:27]=[CH:28][CH:29]=[CH:30][CH:31]=1)([C:32]1[CH:37]=[CH:36][CH:35]=[CH:34][CH:33]=1)[O:20][SiH2:21][C:22]([CH3:25])([CH3:24])[CH3:23])[CH:38]=[O:39])[C:2]1[CH:3]=[CH:4][CH:5]=[CH:6][CH:7]=1. Procedure: To a flask was added [6-Benzyloxy-5-(tert-butyl-diphenyl-silanyloxymethyl)-2,2-dimethyl-tetrahydro-furo[2,3-d][1,3]dioxol-5-yl]-methanol, methylene chloride, and Dess-Martin periodinane. The reaction was stirred, extracted, and the solvent was evaporated to provide the titled aldehyde in 96% yield. Reactants: ClC(Cl)Cl, COC(=O)CS, OC(c1ccccc1)(c1ccccc1)c1ccccc1. The product is COC(=O)CSC(c1ccccc1)(c1ccccc1)c1ccccc1. Reaction SMILES: [CH:27]([Cl:28])([Cl:29])[Cl:30].[SH:1][CH2:2][C:3](=[O:4])[O:5][CH3:6].[c:7]1([C:13]([OH:14])([c:15]2[cH:16][cH:17][cH:18][cH:19][cH:20]2)[c:21]2[cH:22][cH:23][cH:24][cH:25][cH:26]2)[cH:8][cH:9][cH:10][cH:11][cH:12]1>>[S:1]([CH2:2][C:3](=[O:4])[O:5][CH3:6])[C:13]([c:7]1[cH:8][cH:9][cH:10][cH:11][cH:12]1)([c:15]1[cH:16][cH:17][cH:18][cH:19][cH:20]1)[c:21]1[cH:22][cH:23][cH:24][cH:25][cH:26]1. The reactants are ClC1=CC=C2CC(NC2=C1)=O (6-chlorooxindole), N1CCCC1 (pyrrolidine), C(C)(C)(C)OC(C(C)(C)OC1=C(C=C(C=C1)Cl)C=O)=O (2-(4-chloro-2-formyl-phenoxy)-2-methyl-propionic acid tert-butyl ester). The solvent is CO (methanol). The product is C(C)(C)(C)OC(C(C)(C)OC1=C(C=C(C=C1)Cl)C=C1C(NC2=CC(=CC=C12)Cl)=O)=O (2-[4-chloro-2-(6-chloro-2-oxo-1,2-dihydro-indol-3-ylidenemethyl)-phenoxy]-2-methyl-propionic acid tert-butyl ester). The yield is 46.1%. RXN SMILES: [C:1]([O:5][C:6](=[O:20])[C:7]([O:10][C:11]1[CH:16]=[CH:15][C:14]([Cl:17])=[CH:13][C:12]=1[CH:18]=O)([CH3:9])[CH3:8])([CH3:4])([CH3:3])[CH3:2].[Cl:21][C:22]1[CH:30]=[C:29]2[C:25]([CH2:26][C:27](=[O:31])[NH:28]2)=[CH:24][CH:23]=1.N1CCCC1>CO>[C:1]([O:5][C:6](=[O:20])[C:7]([O:10][C:11]1[CH:16]=[CH:15][C:14]([Cl:17])=[CH:13][C:12]=1[CH:18]=[C:26]1[C:25]2[C:29](=[CH:30][C:22]([Cl:21])=[CH:23][CH:24]=2)[NH:28][C:27]1=[O:31])([CH3:9])[CH3:8])([CH3:4])([CH3:3])[CH3:2]. Procedure: In a manner similar to the method described in Example 227b, 2-(4-chloro-2-formyl-phenoxy)-2-methyl-propionic acid tert-butyl ester (9 g, 30 mmol) was reacted with 6-chlorooxindole (5.1 g, 30 mmol) and pyrrolidine (2.49 g, 35 mmol) in methanol to give E/Z 2-[4-chloro-2-(6-chloro-2-oxo-1,2-dihydro-indol-3-ylidenemethyl)-phenoxy]-2-methyl-propionic acid tert-butyl ester as a yellow oil (6.2 g). The reactants are N#CC1CC(F)CN1C(=O)CBr, O=C(Cl)CCl, Cl, NC(=O)C1CC(F)CN1. The product is N#CC1CC(F)CN1C(=O)CCl. As a reaction SMILES: [Br:1][CH2:2][C:3](=[O:4])[N:5]1[CH:6]([C:11]#[N:12])[CH2:7][CH:8]([F:10])[CH2:9]1.[Cl:23][CH2:24][C:25]([Cl:26])=[O:27].[ClH:13].[F:14][CH:15]1[CH2:16][NH:17][CH:18]([C:19]([NH2:20])=[O:21])[CH2:22]1>>[CH2:2]([C:3](=[O:4])[N:5]1[CH:6]([C:11]#[N:12])[CH2:7][CH:8]([F:10])[CH2:9]1)[Cl:23]. Reactants: C(=C)C([C@@H]1[C@H](C[C@@H](O1)N1C(=O)NC(=O)C(C)=C1)O[Si](C)(C)C(C)(C)C)O (5'-vinyl-3'-O-t-butyldimethylsilyl thymidine), ClC(=O)OCC (ethyl chloroformate), N1=CC=CC=C1 (pyridine). Run in C(Cl)Cl (methylene chloride), C(C)(=O)OCC (ethyl acetate). Run at time 2 hour. Yields the product C(=O)(OCC)OC([C@@H]1[C@H](C[C@@H](O1)N1C(=O)NC(=O)C(C)=C1)O[Si](C)(C)C(C)(C)C)C=C (5'-O-Carbethoxy-5'-vinyl-3'-O-t-butyldimethylsilyl thymidine). Reaction SMILES: [CH:1]([CH:3]([OH:26])[C@H:4]1[O:8][C@@H:7]([N:9]2[CH:17]=[C:15]([CH3:16])[C:13](=[O:14])[NH:12][C:10]2=[O:11])[CH2:6][C@@H:5]1[O:18][Si:19]([C:22]([CH3:25])([CH3:24])[CH3:23])([CH3:21])[CH3:20])=[CH2:2].Cl[C:28]([O:30][CH2:31][CH3:32])=[O:29].N1C=CC=CC=1>C(Cl)Cl.C(OCC)(=O)C>[C:28]([O:26][CH:3]([CH:1]=[CH2:2])[C@H:4]1[O:8][C@@H:7]([N:9]2[CH:17]=[C:15]([CH3:16])[C:13](=[O:14])[NH:12][C:10]2=[O:11])[CH2:6][C@@H:5]1[O:18][Si:19]([C:22]([CH3:25])([CH3:24])[CH3:23])([CH3:20])[CH3:21])([O:30][CH2:31][CH3:32])=[O:29]. Procedure details: To a solution of 5'-vinyl-3'-O-t-butyldimethylsilyl thymidine (2.0 g) in 30 ml of methylene chloride was added ethyl chloroformate (6 eq.) and pyridine (12 eq.) and the resulting mixture was stirred for 2 hours. The mixture was diluted with ethyl acetate, washed with aqueous sodium bicarbonate, then with water (2×25 ml), and then with brine. Then the organic layer was dried. The title compound was purified by flash chromatography using 20% ethyl acetate/hexane. The reactants are CCOP(=O)(CC(=O)Cl)OCC, Cc1ccccc1, Nc1cc(Cl)ccc1C=O, c1ccncc1. Product: CCOP(=O)(CC(=O)Nc1cc(Cl)ccc1C=O)OCC. As a reaction SMILES: [CH2:17]([CH3:18])[O:19][P:20]([O:21][CH2:22][CH3:23])(=[O:24])[CH2:25][C:26](=[O:27])[Cl:28].[CH3:29][c:30]1[cH:31][cH:32][cH:33][cH:34][cH:35]1.[NH2:7][c:8]1[c:9]([CH:10]=[O:11])[cH:12][cH:13][c:14]([Cl:16])[cH:15]1.[cH:1]1[cH:2][cH:3][n:4][cH:5][cH:6]1>>[NH:7]([c:8]1[c:9]([CH:10]=[O:11])[cH:12][cH:13][c:14]([Cl:16])[cH:15]1)[C:26]([CH2:25][P:20]([O:19][CH2:17][CH3:18])([O:21][CH2:22][CH3:23])=[O:24])=[O:27]. Reactants: ( 1 ), CC1(CC(C=2C=CC(NC2C1)=O)=O)C (7,7-dimethyl-7,8-dihydro-1H,6H-quinoline-2,5-dione), P(=O)(Cl)(Cl)Cl (phosphoryl chloride). The product is ClC1=NC=2CC(CC(C2C=C1)=O)(C)C (2-Chloro-7,7-dimethyl-7,8-dihydro-6H-quinolin-5-one). Isolated yield 60.0%. Reaction SMILES: [CH3:1][C:2]1([CH3:14])[CH2:11][C:10]2[NH:9][C:8](=O)[CH:7]=[CH:6][C:5]=2[C:4](=[O:13])[CH2:3]1.P(Cl)(Cl)([Cl:17])=O>>[Cl:17][C:8]1[CH:7]=[CH:6][C:5]2[C:4](=[O:13])[CH2:3][C:2]([CH3:14])([CH3:1])[CH2:11][C:10]=2[N:9]=1. Procedure details: In analogy to (Shanazarov, A. K.; Kuzovkin, V. A.; Chistjakov, V. V.; Granik, V. G. Khim. Geterotsikl. Soedin. 1991, (1) 86-92) 7,7-dimethyl-7,8-dihydro-1H,6H-quinoline-2,5-dione was treated with phosphoryl chloride (POCl3) to give the title compound as a gray solid in 60% yield.